describe an organic reaction: reactants, conditions, products, and yield From a dataset of the Open Reaction Database (ORD), a public repository of structured organic reaction records. The reagents and catalysts are CN(C=O)C (dimethylformamide). RXN SMILES: [C:1]([O:4][C@H:5]1[CH2:10][C@H:9]([CH3:11])[CH2:8][CH2:7][C@H:6]1[C:12]([OH:14])=O)(=[O:3])[CH3:2].C(Cl)(=O)C([Cl:18])=O>ClCCl.CN(C)C=O>[C:1]([O:4][CH:5]1[CH2:10][CH:9]([CH3:11])[CH2:8][CH2:7][CH:6]1[C:12]([Cl:18])=[O:14])(=[O:3])[CH3:2]. Product: C(C)(=O)OC1C(CCC(C1)C)C(=O)Cl (2-Acetoxy-4-methyl-cyclohexanecarboxylic acid chloride). Conditions: time 4 hour. Procedure: To a solution of (1R, 2S, 4R)-2-Acetoxy-4-methyl-cyclohexanecarboxylic acid (109 mg, 0.54 mmol) in dichloromethane (2.7 ml) was added oxalyl chloride (545 ul, 1.09 mmol) followed by 1 drop of dimethylformamide. The reaction mixture was stirred for 4 h at room temperature. The solvents were then removed to obtain 119 mg (99%) of (1R*, 2S*, 4R*)-2-Acetoxy-4-methyl-cyclohexanecarboxylic acid chloride. NMR 1H (CDCl3, 400 MHz): 5.45 ppm (s, 1H); 2.46-2.42 ppm (m, 1H); 2.02 ppm (s, 3H); 2.02-1.96 ppm ... Run in ClCCl (dichloromethane). The reactants are C(C)(=O)O[C@@H]1[C@@H](CC[C@H](C1)C)C(=O)O ((1R, 2S, 4R)-2-Acetoxy-4-methyl-cyclohexanecarboxylic acid), C(C(=O)Cl)(=O)Cl (oxalyl chloride).